From a dataset of the Open Reaction Database (ORD), a public repository of structured organic reaction records. describe an organic reaction: reactants, conditions, products, and yield Starting materials: C(Br)(Br)(Br)Br (carbon tetrabromide), C1(=CC=CC=C1)P(C1=CC=CC=C1)C1=CC=CC=C1 (triphenylphosphine), ClCCl (dichloromethane), ClCCl (dichloromethane), C(=O)C=1C=CC=2N(C3=CC=CC=C3SC2C1)C (3-formyl-10-methylphenothiazine). Reagents/catalysts: [Zn] (zinc). The solvent is CCCCCC (hexane). Conditions: time 23 hour. Yields the product BrC(=CC=1C=CC=2N(C3=CC=CC=C3SC2C1)C)Br (3-(2,2-Dibromovinyl)-10-methylphenothiazine). Yield: 63.4%. RXN SMILES: [C:1]([Br:5])(Br)(Br)[Br:2].C1(P(C2C=CC=CC=2)C2C=CC=CC=2)C=CC=CC=1.ClCCl.[CH:28]([C:30]1[CH:31]=[CH:32][C:33]2[N:34]([CH3:44])[C:35]3[C:40]([S:41][C:42]=2[CH:43]=1)=[CH:39][CH:38]=[CH:37][CH:36]=3)=O>CCCCCC.[Zn]>[Br:2][C:1]([Br:5])=[CH:28][C:30]1[CH:31]=[CH:32][C:33]2[N:34]([CH3:44])[C:35]3[C:40]([S:41][C:42]=2[CH:43]=1)=[CH:39][CH:38]=[CH:37][CH:36]=3. Reported procedure: In an atmosphere of argon, carbon tetrabromide (8.29 g, 25 mmol) and zinc powder (1.63 g, 25 mmol) were added in that order to a mixture of triphenylphosphine (6.56 g, 25 mmol) and dichloromethane (75 ml), and the mixture was stirred at room temperature for 23 hours. A dichloromethane (25 ml) solution of 3-formyl-10-methylphenothiazine (3.02 g, 12.5 mmol) was added and the mixture was again stirred for 7 hours. The reaction mixture was diluted with hexane and the insoluble matter was removed by ... Starting materials: Cl.CN(C(OC=1C=C2CC(C2=CC1)CNCCC(=O)N1CCC2=C(CC1)C=C(C(=C2)OC)OC)=O)C (7-{[[3(7,8-Dimethoxy-1,2,4,5-tetrahydro-3H-3-benzazepin-3-yl)-3-oxopropyl]amino]methyl}bicyclo[4.2.0]octa-1,3,5-trien-3-yl dimethylcarbamate hydrochloride), CN(C(=O)Cl)C (N,N-dimethylcarbamoyl chloride), C(C)N(C(=O)Cl)CC (N,N-diethylcarbamoyl chloride). The product is Cl.C(C)N(C(OC=1C=C2CC(C2=CC1)CNCCC(=O)N1CCC2=C(CC1)C=C(C(=C2)OC)OC)=O)CC (7-{[[3-(7,8-Dimethoxy-1,2,4,5-tetrahydro-3H-3-benzazepin-3-yl)-3-oxopropyl]amino]methyl}bicyclo[4.2.0]octa-1,3,5-trien-3-yl diethylcarbamate hydrochloride). Reaction SMILES: Cl.CN(C)C(=O)O[C:6]1[CH:7]=[C:8]2[C:11](=[CH:12][CH:13]=1)[CH:10]([CH2:14][NH:15][CH2:16][CH2:17][C:18]([N:20]1[CH2:26][CH2:25][C:24]3[CH:27]=[C:28]([O:33][CH3:34])[C:29]([O:31][CH3:32])=[CH:30][C:23]=3[CH2:22][CH2:21]1)=[O:19])[CH2:9]2.CN(C)C([Cl:41])=[O:40].[CH2:43]([N:45]([CH2:49][CH3:50])[C:46](Cl)=[O:47])[CH3:44]>>[ClH:41].[CH2:43]([N:45]([CH2:49][CH3:50])[C:46](=[O:40])[O:47][C:6]1[CH:7]=[C:8]2[C:11](=[CH:12][CH:13]=1)[CH:10]([CH2:14][NH:15][CH2:16][CH2:17][C:18]([N:20]1[CH2:21][CH2:22][C:23]3[CH:30]=[C:29]([O:31][CH3:32])[C:28]([O:33][CH3:34])=[CH:27][C:24]=3[CH2:25][CH2:26]1)=[O:19])[CH2:9]2)[CH3:44] |f:0.1,4.5|. Procedure details: The same procedure is used as for the compound of Example 54, but with replacement, in Step 1, of the N,N-dimethylcarbamoyl chloride by N,N-diethylcarbamoyl chloride. Starting materials: O=C([O-])O, ClCCl, Cc1nccn1CCCN, O=C(Cl)C(=O)Cl, [Na+], CN(C)C=O, O=C(O)c1cccc2oc(-c3ccccc3)nc12. Product: Cc1nccn1CCCNC(=O)c1cccc2oc(-c3ccccc3)nc12. RXN SMILES: [C:30](=[O:31])([OH:32])[O-:33].[CH2:45]([Cl:46])[Cl:47].[CH3:35][c:36]1[n:37]([CH2:41][CH2:42][CH2:43][NH2:44])[cH:38][cH:39][n:40]1.[Cl:24][C:25]([C:26]([Cl:27])=[O:28])=[O:29].[Na+:34].[O:19]=[CH:20][N:21]([CH3:22])[CH3:23].[c:1]1(-[c:7]2[o:8][c:9]3[c:10]([n:11]2)[c:12]([C:16](=[O:17])[OH:18])[cH:13][cH:14][cH:15]3)[cH:2][cH:3][cH:4][cH:5][cH:6]1>>[c:1]1(-[c:7]2[o:8][c:9]3[c:10]([n:11]2)[c:12]([C:16](=[O:18])[NH:44][CH2:43][CH2:42][CH2:41][n:37]2[c:36]([CH3:35])[n:40][cH:39][cH:38]2)[cH:13][cH:14][cH:15]3)[cH:2][cH:3][cH:4][cH:5][cH:6]1. Reactants: Br (HBr), C1(=CC=CC=C1)CC(=O)Cl (phenylacetyl chloride), solution, C[Si](C)(C)C=[N+]=[N-] (trimethylsilyldiazomethane). Run in C(C)(=O)O (acetic acid), CC#N (MeCN), CCCCCC (hexane). Run at time 1 hour. Product: BrC(C(C)=O)C1=CC=CC=C1 (Bromo-3-phenylacetone). Yield: 94.0%. As a reaction SMILES: [C:1]1([CH2:7][C:8](Cl)=[O:9])[CH:6]=[CH:5][CH:4]=[CH:3][CH:2]=1.[CH3:11][Si](C=[N+]=[N-])(C)C.[BrH:18]>CC#N.CCCCCC.C(O)(=O)C>[Br:18][CH:7]([C:1]1[CH:6]=[CH:5][CH:4]=[CH:3][CH:2]=1)[C:8](=[O:9])[CH3:11]. Reported procedure: To a solution of 132 μL (1.00 mmol) of phenylacetyl chloride in 1.0 mL of anhyd MeCN was added 1.05 mL (2.10 mmol) of a 2 M solution of trimethylsilyldiazomethane in hexane. After stirring 1 h at room temperature, the mixture was cooled (0° C.) and 300 μL (1.50 mmol) of 30 wt % HBr in acetic acid was added dropwise (gas evolution). After stirring 15 min, the mixture was concentrated in vacuo and rapidly chromatographed on a 2 g silica SPE column (Waters Sep-Pak) with 50% CH2Cl2-hexane to afford ... The reactants are COC(CC=1C=C(C=CC1)C1=C(C=C(C=C1)C(F)(F)F)CNCC)=O ((2′-ethylaminomethyl-4′-trifluoromethyl-biphenyl-3-yl)-acetic acid methyl ester), ClC(=O)OCC1=CC=CC=C1 (benzyl chloroformate). Yields the product COC(CC=1C=C(C=CC1)C1=C(C=C(C=C1)C(F)(F)F)CN(CC)C(=O)OCC1=CC=CC=C1)=O ({2′-[(Benzyloxycarbonyl-ethyl-amino)-methyl]-4′-trifluoromethyl-biphenyl-3-yl}-acetic acid methyl ester). Reaction SMILES: [CH3:1][O:2][C:3](=[O:25])[CH2:4][C:5]1[CH:6]=[C:7]([C:11]2[CH:16]=[CH:15][C:14]([C:17]([F:20])([F:19])[F:18])=[CH:13][C:12]=2[CH2:21][NH:22][CH2:23][CH3:24])[CH:8]=[CH:9][CH:10]=1.Cl[C:27]([O:29][CH2:30][C:31]1[CH:36]=[CH:35][CH:34]=[CH:33][CH:32]=1)=[O:28]>>[CH3:1][O:2][C:3](=[O:25])[CH2:4][C:5]1[CH:6]=[C:7]([C:11]2[CH:16]=[CH:15][C:14]([C:17]([F:19])([F:18])[F:20])=[CH:13][C:12]=2[CH2:21][N:22]([C:27]([O:29][CH2:30][C:31]2[CH:36]=[CH:35][CH:34]=[CH:33][CH:32]=2)=[O:28])[CH2:23][CH3:24])[CH:8]=[CH:9][CH:10]=1. Procedure details: Prepared according to the procedure described in Example 1, Step 6, using the following starting materials: (2′-ethylaminomethyl-4′-trifluoromethyl-biphenyl-3-yl)-acetic acid methyl ester and benzyl chloroformate. Product: C(C)(C)(C)OC(=O)OC=1C=C(C=CC1)C1=CC(=C(C(=O)OC(C)(C)C)C=C1)NC(=O)C=1C=NC=C(C1)C1=CC=CC=C1 (tert-butyl 4-(3-(tert-butoxycarbonyl)oxyphenyl)-2-(5-phenylpyridine-3-carboxamido)benzoate). Run in C(C)(=O)OCC (ethyl acetate), COCCOC (ethylene glycol dimethyl ether), O (Water). Reactants: aqueous solution, C(CC(O)(C(=O)O)CC(=O)O)(=O)O (citric acid), C([O-])([O-])=O.[Na+].[Na+] (sodium carbonate), B1(OC(C(O1)(C)C)(C)C)C2=CC(=CC=C2)OC(=O)OC(C)(C)C (tert-butyl 3-(4,4,5,5-tetramethyl-1,3,2-dioxaborolan-2-yl)phenylcarbonate), BrC1=CC(=C(C(=O)OC(C)(C)C)C=C1)NC(=O)C=1C=NC=C(C1)C1=CC=CC=C1 (tert-butyl 4-bromo-2-(5-phenylpyridine-3-carboxamido)benzoate). Reaction SMILES: C(=O)([O-])[O-].[Na+].[Na+].B1([C:16]2[CH:21]=[CH:20][CH:19]=[C:18]([O:22][C:23]([O:25][C:26]([CH3:29])([CH3:28])[CH3:27])=[O:24])[CH:17]=2)OC(C)(C)C(C)(C)O1.Br[C:31]1[CH:43]=[CH:42][C:34]([C:35]([O:37][C:38]([CH3:41])([CH3:40])[CH3:39])=[O:36])=[C:33]([NH:44][C:45]([C:47]2[CH:48]=[N:49][CH:50]=[C:51]([C:53]3[CH:58]=[CH:57][CH:56]=[CH:55][CH:54]=3)[CH:52]=2)=[O:46])[CH:32]=1.C(O)(=O)CC(CC(O)=O)(C(O)=O)O>Cl[Pd](Cl)([P](C1C=CC=CC=1)(C1C=CC=CC=1)C1C=CC=CC=1)[P](C1C=CC=CC=1)(C1C=CC=CC=1)C1C=CC=CC=1.C(OCC)(=O)C.COCCOC.O>[C:26]([O:25][C:23]([O:22][C:18]1[CH:17]=[C:16]([C:31]2[CH:43]=[CH:42][C:34]([C:35]([O:37][C:38]([CH3:40])([CH3:39])[CH3:41])=[O:36])=[C:33]([NH:44][C:45]([C:47]3[CH:48]=[N:49][CH:50]=[C:51]([C:53]4[CH:58]=[CH:57][CH:56]=[CH:55][CH:54]=4)[CH:52]=3)=[O:46])[CH:32]=2)[CH:21]=[CH:20][CH:19]=1)=[O:24])([CH3:27])([CH3:28])[CH3:29] |f:0.1.2,^1:74,93|. Reagents/catalysts: Cl[Pd]([P](C1=CC=CC=C1)(C2=CC=CC=C2)C3=CC=CC=C3)([P](C4=CC=CC=C4)(C5=CC=CC=C5)C6=CC=CC=C6)Cl (bis(triphenylphosphine)palladium(II) dichloride). Reported procedure: Water (0.6 mL), sodium carbonate (58 mg), tert-butyl 3-(4,4,5,5-tetramethyl-1,3,2-dioxaborolan-2-yl)phenylcarbonate (85 mg), and bis(triphenylphosphine)palladium(II) dichloride (3.0 mg) were added to an ethylene glycol dimethyl ether (2.0 mL) suspension of tert-butyl 4-bromo-2-(5-phenylpyridine-3-carboxamido)benzoate (0.10 g), followed by heating to reflux under a nitrogen atmosphere for 1 hour. The reaction mixture was cooled to room temperature, and then ethyl acetate and a 10% aqueous solutio... Starting materials: O1CCOC12CCS(CC2)=O (1,4-Dioxa-8-thiaspiro[4.5]decane 8-oxide), CC(=O)OCC1=C2C=CC=CC2=C(C3=CC=CC=C31)COC(=O)C (acetic), N1=C(C=CC=C1C)C (lutidine). Solvent: C(C)(=O)OCC (ethyl acetate). Reaction conditions: temperature 150 celsius. Yields the product O1CCOC12CC(SCC2)O (1,4-Dioxa-8-thiaspiro[4.5]decan-7-ol). RXN SMILES: [O:1]1[C:5]2([CH2:10][CH2:9][S:8](=O)[CH2:7][CH2:6]2)[O:4][CH2:3][CH2:2]1.CC(OCC1C2C(=CC=CC=2)C(COC(C)=O)=C2C=1C=CC=C2)=[O:14].N1C(C)=CC=CC=1C>C(OCC)(=O)C>[O:1]1[C:5]2([CH2:10][CH2:9][S:8][CH:7]([OH:14])[CH2:6]2)[O:4][CH2:3][CH2:2]1. Reported procedure: A mixture of 0.88 g of product from Example 393, 5.0 ml of acetic anhydrideand 2.0 ml of lutidine is heated at 110°-115° C. for 2.5 hours, followed by increasing the temperature to 150° C. and then heated for 3 hours. The reaction mixture is diluted with ethyl acetate, washed 2 X with 1N hydrochloric acid, water, saturated sodium chloride, dried and concentrated in vacuo. The residue is dissolved in methylene chloride, filtered through a pad of hydrous magnesium silicate and reconcentrated in va... The reactants are oil, C(C)OC(=O)[C@H]1[C@@H](CC(C1)OS(=O)(=O)C)COC(C1=CC=CC=C1)(C1=CC=CC=C1)C1=CC=CC=C1 ((1R,2R)-4-Methanesulfonyloxy-2-trityloxymethyl-cyclopentanecarboxylic acid ethyl ester), BrC1=CC(=C(C=C1)S)C(F)(F)F (4-Bromo-2-trifluoromethyl-benzenethiol), BrC1=CC(=C(C=C1)S)C(F)(F)F (4-Bromo-2-trifluoromethyl-benzenethiol). The product is C(C)OC(=O)[C@H]1[C@@H](C[C@@H](C1)SC1=C(C=C(C=C1)Br)C(F)(F)F)COC(C1=CC=CC=C1)(C1=CC=CC=C1)C1=CC=CC=C1 ((1R,2R,4S)-4-(4-Bromo-2-trifluoromethyl-phenylsulfanyl)-2-trityloxymethyl-cyclopentanecarboxylic acid ethyl ester). RXN SMILES: [CH2:1]([O:3][C:4]([C@@H:6]1[CH2:10][CH:9](OS(C)(=O)=O)[CH2:8][C@H:7]1[CH2:16][O:17][C:18]([C:31]1[CH:36]=[CH:35][CH:34]=[CH:33][CH:32]=1)([C:25]1[CH:30]=[CH:29][CH:28]=[CH:27][CH:26]=1)[C:19]1[CH:24]=[CH:23][CH:22]=[CH:21][CH:20]=1)=[O:5])[CH3:2].[Br:37][C:38]1[CH:43]=[CH:42][C:41]([SH:44])=[C:40]([C:45]([F:48])([F:47])[F:46])[CH:39]=1>>[CH2:1]([O:3][C:4]([C@@H:6]1[CH2:10][C@@H:9]([S:44][C:41]2[CH:42]=[CH:43][C:38]([Br:37])=[CH:39][C:40]=2[C:45]([F:48])([F:46])[F:47])[CH2:8][C@H:7]1[CH2:16][O:17][C:18]([C:19]1[CH:20]=[CH:21][CH:22]=[CH:23][CH:24]=1)([C:25]1[CH:30]=[CH:29][CH:28]=[CH:27][CH:26]=1)[C:31]1[CH:36]=[CH:35][CH:34]=[CH:33][CH:32]=1)=[O:5])[CH3:2]. Procedure details: The title compound was prepared in analogy to example 68 step 8 using (1R,2R)-4-methanesulfonyloxy-2-trityloxymethyl-cyclopentanecarboxylic acid ethyl ester (epimeric mixture, example 152 step 3) and 4-bromo-2-trifluoromethyl-benzenethiol (example 58, intermediate 1). Colorless oil (43%). MS (EI): 691.0 (M+Na)+. The solvent is C1(=CC=CC=C1)C (toluene). Reaction SMILES: Cl[C:2]1[N:7]=[C:6]([CH2:8][O:9][CH2:10][C:11]2([C:24]3[CH:29]=[CH:28][CH:27]=[CH:26][CH:25]=3)[CH2:16][CH2:15][N:14](C(OC(C)(C)C)=O)[CH2:13][CH2:12]2)[CH:5]=[C:4]([C:30]([F:33])([F:32])[F:31])[CH:3]=1.CC(C)([O-])C.[Na+].[CH3:40][N:41]1[CH2:46][CH2:45][NH:44][CH2:43][CH2:42]1.CN(C)C=O>C1(C)C=CC=CC=1.C1C=CC(/C=C/C(/C=C/C2C=CC=CC=2)=O)=CC=1.C1C=CC(/C=C/C(/C=C/C2C=CC=CC=2)=O)=CC=1.C1C=CC(/C=C/C(/C=C/C2C=CC=CC=2)=O)=CC=1.[Pd].[Pd]>[CH3:40][N:41]1[CH2:46][CH2:45][N:44]([C:2]2[CH:3]=[C:4]([C:30]([F:32])([F:33])[F:31])[CH:5]=[C:6]([CH2:8][O:9][CH2:10][C:11]3([C:24]4[CH:29]=[CH:28][CH:27]=[CH:26][CH:25]=4)[CH2:12][CH2:13][NH:14][CH2:15][CH2:16]3)[N:7]=2)[CH2:43][CH2:42]1 |f:1.2,6.7.8.9.10|. The reagents and catalysts are C=1C=CC(=CC1)/C=C/C(=O)/C=C/C2=CC=CC=C2.C=1C=CC(=CC1)/C=C/C(=O)/C=C/C2=CC=CC=C2.C=1C=CC(=CC1)/C=C/C(=O)/C=C/C2=CC=CC=C2.[Pd].[Pd] (tris(dibenzylideneacetone)dipalladium). Starting materials: CN(C=O)C (dimethylformamide), ClC1=CC(=CC(=N1)COCC1(CCN(CC1)C(=O)OC(C)(C)C)C1=CC=CC=C1)C(F)(F)F (tert-butyl 4-(((6-chloro-4-(trifluoromethyl)pyridine-2yl)methoxy)methyl)-4-phenylpiperidine-1-carboxylate), (+/−) 2,2′-bis(diphenylphosphino)-1-1′-binaphthyl, CC(C)([O-])C.[Na+] (sodium tert-butoxide), CN1CCNCC1 (N-methyl piperizine). Procedure details: tert-butyl 4-(((6-chloro-4-(trifluoromethyl)pyridine-2yl)methoxy)methyl)-4-phenylpiperidine-1-carboxylate (100 mg, 0.21 mmol), sodium tert-butoxide (22 mg, 0.23 mmol), N-methyl piperizine (18 mg, 0.18 mmol), (+/−) 2,2′-bis(diphenylphosphino)-1-1′-binaphthyl (93 mg, 0.15 mmol), and tris(dibenzylideneacetone)dipalladium (0) (7.0 mg, 0.007 mmol) were combined in dry toluene (2 mL) and dimethylformamide (0.5 mL) in a sealed tube. The mixture was then heated at 120° C. for 2 h. After cooling to room ... Yield: 38.4%. Yields the product CN1CCN(CC1)C1=NC(=CC(=C1)C(F)(F)F)COCC1(CCNCC1)C1=CC=CC=C1 (1-methyl-4-(6-(((4-phenylpiperidin-4-yl)methoxy)methyl)-4-(trifluoromethyl)pyridine-2-yl)piperazine). Run at temperature 120 celsius.